Dataset: the Open Reaction Database (ORD), a public repository of structured organic reaction records. Task: describe an organic reaction: reactants, conditions, products, and yield Starting materials: C(C)(C)(C)OC(=O)NC1(CCNCC1)C(=O)OC (methyl 4-(tert-butoxycarbonylamino)piperidine-4-carboxylate), CC1=CC=C(C=C1)S(=O)(=O)OC1=NC(=NC=2C3(CCCC12)CCCC3)N (2′-amino-6′,7′-dihydro-5′H-spiro[cyclopentane-1,8′-quinazoline]-4′-yl 4-methylbenzenesulfonate). Yields the product NC1(CCN(CC1)C1=NC(=NC=2C3(CCCC12)CCCC3)N)C(=O)OC (Methyl 4-amino-1-(2′-amino-6′,7′-dihydro-5′H-spiro[cyclopentane-1,8′-quinazoline]-4′-yl)piperidine-4-carboxylate). Reaction SMILES: C(OC([NH:8][C:9]1([C:15]([O:17][CH3:18])=[O:16])[CH2:14][CH2:13][NH:12][CH2:11][CH2:10]1)=O)(C)(C)C.CC1C=CC(S(O[C:30]2[C:39]3[CH2:38][CH2:37][CH2:36][C:35]4([CH2:43][CH2:42][CH2:41][CH2:40]4)[C:34]=3[N:33]=[C:32]([NH2:44])[N:31]=2)(=O)=O)=CC=1>>[NH2:8][C:9]1([C:15]([O:17][CH3:18])=[O:16])[CH2:10][CH2:11][N:12]([C:30]2[C:39]3[CH2:38][CH2:37][CH2:36][C:35]4([CH2:43][CH2:42][CH2:41][CH2:40]4)[C:34]=3[N:33]=[C:32]([NH2:44])[N:31]=2)[CH2:13][CH2:14]1. Reported procedure: The title product was prepared using the procedures outlined in Examples 1G and 1H, substituting methyl 4-(tert-butoxycarbonylamino)piperidine-4-carboxylate (CAS# 115655-44-2) for the product from Example 1D. 1H NMR (300 MHz, CDCl3) δ 4.50 (s, 2 H), 3.74 (s, 3 H), 3.30-3.36 (m, 4 H), 2.45 (t, J=4.58 Hz, 2 H), 2.04-2.21 (m, 4 H), 1.79-1.92 (m, J=4.07 Hz, 2 H), 1.49-1.73 (m, 10 H). MS (DCI+) m/z 360 (M+H). The reactants are BrC=1C=C(C(=NC1)C1=CCC(CC1)N1C(COCC1)=O)C (4-[4-(5-bromo-3-methylpyridin-2-yl)cyclohex-3-en-1-yl]morpholin-3-one), [Cl-].[NH4+] (ammonium chloride), CC1=C(C=NN1C1=NC=C(C=C1)C(F)(F)F)C(=O)N (5-methyl-1-[5-(trifluoromethyl)pyridin-2-yl]-1H-pyrazole-4-carboxamide), C([O-])([O-])=O.[Cs+].[Cs+] (cesium carbonate). The reagents and catalysts are C(C)(=O)[O-].[Pd+2].C(C)(=O)[O-] (palladium (II) acetate), C1(=CC=CC=C1)P(C1=CC=CC=2C(C3=CC=CC(=C3OC12)P(C1=CC=CC=C1)C1=CC=CC=C1)(C)C)C1=CC=CC=C1 (4,5-bis(diphenylphosphino)-9,9-dimethylxanthene). Run in O1CCOCC1 (1,4-Dioxane). Conditions: temperature 110 celsius, time 5 hour. The product is CC1=C(C=NN1C1=NC=C(C=C1)C(F)(F)F)C(=O)NC=1C=NC(=C(C1)C)C1=CCC(CC1)N1C(COCC1)=O (5-Methyl-N-{5-methyl-6-[4-(3-oxomorpholin-4-yl)cyclohex-1-en-1-yl]pyridin-3-yl}-1-[5-(trifluoromethyl)pyridin-2-yl]-1H-pyrazole-4-carboxamide). The yield is 73.5%. As a reaction SMILES: Br[C:2]1[CH:3]=[C:4]([CH3:21])[C:5]([C:8]2[CH2:13][CH2:12][CH:11]([N:14]3[CH2:19][CH2:18][O:17][CH2:16][C:15]3=[O:20])[CH2:10][CH:9]=2)=[N:6][CH:7]=1.[CH3:22][C:23]1[N:27]([C:28]2[CH:33]=[CH:32][C:31]([C:34]([F:37])([F:36])[F:35])=[CH:30][N:29]=2)[N:26]=[CH:25][C:24]=1[C:38]([NH2:40])=[O:39].C(=O)([O-])[O-].[Cs+].[Cs+].[Cl-].[NH4+]>C([O-])(=O)C.[Pd+2].C([O-])(=O)C.C1(P(C2C=CC=CC=2)C2C3OC4C(=CC=CC=4P(C4C=CC=CC=4)C4C=CC=CC=4)C(C)(C)C=3C=CC=2)C=CC=CC=1.O1CCOCC1>[CH3:22][C:23]1[N:27]([C:28]2[CH:33]=[CH:32][C:31]([C:34]([F:36])([F:37])[F:35])=[CH:30][N:29]=2)[N:26]=[CH:25][C:24]=1[C:38]([NH:40][C:2]1[CH:7]=[N:6][C:5]([C:8]2[CH2:13][CH2:12][CH:11]([N:14]3[CH2:19][CH2:18][O:17][CH2:16][C:15]3=[O:20])[CH2:10][CH:9]=2)=[C:4]([CH3:21])[CH:3]=1)=[O:39] |f:2.3.4,5.6,7.8.9|. Procedure: 1,4-Dioxane (2 ml) was added to 4-[4-(5-bromo-3-methylpyridin-2-yl)cyclohex-3-en-1-yl]morpholin-3-one (150 mg) described in Reference Example 187, 5-methyl-1-[5-(trifluoromethyl)pyridin-2-yl]-1H-pyrazole-4-carboxamide (115 mg) described in Reference Example 120, palladium (II) acetate (3.8 mg), 4,5-bis(diphenylphosphino)-9,9-dimethylxanthene (14.8 mg) and cesium carbonate (195 mg) and stirred at 110° C. for five hours. After the reaction, the reaction solution was cooled to room temperature, a s... The reactants are C(#N)C1=CC=C(C(C(=O)O)=C1)O (5-cyano salicylic acid), TEA, C(=O)(C(F)(F)F)OC(=O)C(F)(F)F (TFAA), CC(=O)C (acetone), CC(=O)C (acetone). Run at time 20 hour. Yields the product CC1(OC(C2=C(O1)C=CC(=C2)C#N)=O)C (2,2-dimethyl-4-oxo-4H-1,3-benzodioxine-6-carbonitrile). The yield is 15.0%. RXN SMILES: [C:1]([C:3]1[CH:11]=[C:7]([C:8]([OH:10])=[O:9])[C:6]([OH:12])=[CH:5][CH:4]=1)#[N:2].C(OC(C(F)(F)F)=O)(C(F)(F)F)=O.[CH3:26][C:27]([CH3:29])=O>>[CH3:26][C:27]1([CH3:29])[O:12][C:6]2[CH:5]=[CH:4][C:3]([C:1]#[N:2])=[CH:11][C:7]=2[C:8](=[O:10])[O:9]1. Procedure details: To a suspension of 5-cyano salicylic acid (60 g, 0.368 mol) in TEA (134 mL, 1.76 mol) and TFAA (45 mL, 0.32 mol) was added dry acetone (20 mL) and heated to reflux. After each 1 h interval was added 15 mL of dry acetone for 4 times and the reflux continued for 20 h. The reaction mixture was concentrated under vacuum and crude purified by flash column chromatography over silica gel (230-400 mesh) using CH2Cl2 as an eluent to give the title compound as a white solid (12 g, 15%). TLC: CH2Cl2 (100%)... Starting materials: C(C(C)C)C1=C(C=C(C=C1)C1=C2C(=NO1)C1=CC=C(C=C1CC2)C=O)C(F)(F)F (3-(4-isobutyl-3-(trifluoromethyl)phenyl)-4,5-dihydronaphtho[1,2-c]isoxazole-7-carbaldehyde), C(CCCC)C=1SC2=C(N1)CCC1=CC(=CC=C12)C=C (2-pentyl-7-vinyl-4,5-dihydronaphtho[2,1-d]thiazole). The product is C(CCCC)C=1SC2=C(N1)CCC1=CC(=CC=C12)C=O (2-pentyl-4,5-dihydronaphtho[2,1-d]thiazole-7-carbaldehyde). As a reaction SMILES: C(C1C=CC(C2ON=[C:13]3[C:16]4[C:21]([CH2:22][CH2:23][C:12]=23)=[CH:20][C:19]([CH:24]=[O:25])=[CH:18][CH:17]=4)=CC=1C(F)(F)F)C(C)C.[CH2:30]([C:35]1[S:36]C2C3C(=CC(C=C)=CC=3)CCC=2[N:39]=1)[CH2:31][CH2:32][CH2:33][CH3:34]>>[CH2:30]([C:35]1[S:36][C:13]2[C:16]3[C:21](=[CH:20][C:19]([CH:24]=[O:25])=[CH:18][CH:17]=3)[CH2:22][CH2:23][C:12]=2[N:39]=1)[CH2:31][CH2:32][CH2:33][CH3:34]. Reported procedure: This compound was prepared according to the procedure described for Preparation 23D, employing 192 mgs of 2-pentyl-7-vinyl-4,5-dihydronaphtho[2,1-d]thiazole (86C). Yield: (190 mgs, 98%). LC/MS M+1=286.